Dataset: the Open Reaction Database (ORD), a public repository of structured organic reaction records. Task: describe an organic reaction: reactants, conditions, products, and yield The reactants are ClC=1N=C(SC1C=O)N1CCOCC1 (4-Chloro-2-morpholin-4-yl-thiazole-5-carbaldehyde), CN(C(=O)[C@H]1[C@@H]2C=C[C@H]([C@H]1NC1=C(C(=NC=C1Cl)N)N)C2)C ((1S,2S,3R,4R)-3-(2,3-Diamino-5-chloro-pyridin-4-ylamino)-bicyclo[2.2.1]hept-5-ene-2-carboxylic acid dimethylamide), C(C)(=O)[O-].[NH4+] (Ammonium acetate). Yields the product CN(C(=O)[C@H]1[C@@H]2C=C[C@H]([C@H]1NC1=C3C(=NC=C1Cl)NC(=N3)C3=C(N=C(S3)N3CCOCC3)Cl)C2)C ((1S,2S,3R,4R)-3-[6-Chloro-2-(4-chloro-2-morpholin-4-yl-thiazol-5-yl)-3H-imidazo[4,5-b]pyridin-7-ylamino]-bicyclo[2.2.1]hept-5-ene-2-carboxylic acid dimethylamide). The yield is 15.7%. Reaction SMILES: [Cl:1][C:2]1[N:3]=[C:4]([N:9]2[CH2:14][CH2:13][O:12][CH2:11][CH2:10]2)[S:5][C:6]=1[CH:7]=O.[CH3:15][N:16]([CH3:36])[C:17]([C@@H:19]1[C@H:24]([NH:25][C:26]2[C:31]([Cl:32])=[CH:30][N:29]=[C:28]([NH2:33])[C:27]=2[NH2:34])[C@@H:23]2[CH2:35][C@H:20]1[CH:21]=[CH:22]2)=[O:18].C([O-])(=O)C.[NH4+]>>[CH3:15][N:16]([CH3:36])[C:17]([C@@H:19]1[C@H:24]([NH:25][C:26]2[C:31]([Cl:32])=[CH:30][N:29]=[C:28]3[NH:33][C:7]([C:6]4[S:5][C:4]([N:9]5[CH2:14][CH2:13][O:12][CH2:11][CH2:10]5)=[N:3][C:2]=4[Cl:1])=[N:34][C:27]=23)[C@@H:23]2[CH2:35][C@H:20]1[CH:21]=[CH:22]2)=[O:18] |f:2.3|. Reported procedure: In a similar fashion to Compound LXXXVII, 4-Chloro-2-morpholin-4-yl-thiazole-5-carbaldehyde (75.00 mg, 0.3223 mmol), (1S,2S,3R,4R)-3-(2,3-Diamino-5-chloro-pyridin-4-ylamino)-bicyclo[2.2.1]hept-5-ene-2-carboxylic acid dimethylamide (93.35 mg, 0.2901 mmol) and Ammonium acetate (44.72 mg, 0.5802 mmol) were reacted to produce 24.34 mg (16%) of the title compound. (300 MHz, DMSO-d6) 12.80 (s, 1H), 7.96 (s, 1H), 6.42-6.32 (m, 2H), 5.11 (t, J=17 Hz, 8.5 Hz, 1H), 3.73 (m, 4H), 3.48 (m, 4H), 3.01 (d, J=9... Reactants: NC1=C(C(C(=O)[O-])=CC(=C1)N)C(=O)[O-].[Na+].[Na+] (disodium 3,5-diaminophthalate), C/C/1=C(/C(=O)OC1=O)\C (dimethylmaleic anhydride). Run in O (water), C1(=CC=CC=C1)C (toluene). Conditions: temperature 100 celsius. The product is CC1=C(C(=O)N(C1=O)C1=C2C(C(=O)OC2=O)=CC(=C1)N1C(C(=C(C1=O)C)C)=O)C (3,5-bis-(dimethylmaleimidyl)-phthalic anhydride). Isolated yield 115.7%. As a reaction SMILES: [NH2:1][C:2]1[CH:10]=[C:9]([NH2:11])[CH:8]=[C:4]([C:5]([O-:7])=O)[C:3]=1[C:12]([O-:14])=[O:13].[Na+].[Na+].[CH3:17][C:18]1=[C:19]([CH3:25])[C:20]([O:22][C:23]1=[O:24])=O>O.C1(C)C=CC=CC=1>[CH3:25][C:19]1[C:20](=[O:22])[N:1]([C:2]2[CH:10]=[C:9]([N:11]3[C:5](=[O:7])[C:4]([CH3:8])=[C:3]([CH3:2])[C:12]3=[O:13])[CH:8]=[C:4]3[C:5]([O:14][C:12](=[O:13])[C:3]=23)=[O:7])[C:23](=[O:24])[C:18]=1[CH3:17] |f:0.1.2|. Reported procedure: 7.20 g (0.039 mol) of disodium 3,5-diaminophthalate, dissolved in 200 ml of water, are added to a solution of 8.82 g (0.078 mol) of dimethylmaleic anhydride in 80 ml of toluene. This mixture is boiled under reflux for 1 hour. It is then evaporated to dryness in a rotary evaporator, the residue is dissolved, at 90° C., in 100 ml of N,N-dimethylacetamide and 50 ml of water and the solution is rendered acid to Congo Blue with 10% strength hydrochloric acid. After cooling, the slurry-like mixture is... Reactants: O=C([O-])[O-], Fc1ccc(C(Br)c2ccc(F)cc2)cc1, [K+], [K+], O, CCOC(=O)N1CCC(O)CC1. Product: CCOC(=O)N1CCC(OC(c2ccc(F)cc2)c2ccc(F)cc2)CC1. Reaction SMILES: [C:29](=[O:30])([O-:31])[O-:32].[F:13][c:14]1[cH:15][cH:16][c:17]([CH:20]([Br:21])[c:22]2[cH:23][cH:24][c:25]([F:28])[cH:26][cH:27]2)[cH:18][cH:19]1.[K+:33].[K+:34].[OH2:35].[OH:1][CH:2]1[CH2:3][CH2:4][N:5]([C:8](=[O:9])[O:10][CH2:11][CH3:12])[CH2:6][CH2:7]1>>[O:1]([CH:2]1[CH2:3][CH2:4][N:5]([C:8](=[O:9])[O:10][CH2:11][CH3:12])[CH2:6][CH2:7]1)[CH:20]([c:17]1[cH:16][cH:15][c:14]([F:13])[cH:19][cH:18]1)[c:22]1[cH:23][cH:24][c:25]([F:28])[cH:26][cH:27]1. Starting materials: ClC(C(=O)C1=CC=C2CN(C3=C(CN21)C=CC=C3)C(=O)C3=CC(=C(C=C3)C3=C(C=CC=C3)C)OC)(Cl)Cl (2,2,2-Trichloro-1-{10-[(2-methoxy-2′-methyl-1,1′-biphenyl-4-yl)carbonyl]-10,11-dihydro-5H-pyrrolo[2,1-c][1,4]benzodiazepin-3-yl}ethanone), C1(=CC=C(C=C1)CCN)C (2-(p-tolyl)-ethylamine). Yields the product COC1=C(C=CC(=C1)C(=O)N1CC=2N(CC3=C1C=CC=C3)C(=CC2)C(=O)NCCC2=CC=C(C=C2)C)C2=C(C=CC=C2)C (10-[(2-METHOXY-2′-METHYL-1,1′-BIPHENYL-4-YL)CARBONYL]-N-[2-(4-METHYLPHENYL)ETHYL]-10,11-DIHYDRO-5H-PYRROLO[2,1-C][1,4]BENZODIAZEPINE-3-CARBOXAMIDE). Reaction SMILES: ClC(Cl)(Cl)[C:3]([C:5]1[N:14]2[C:8]([CH2:9][N:10]([C:19]([C:21]3[CH:26]=[CH:25][C:24]([C:27]4[CH:32]=[CH:31][CH:30]=[CH:29][C:28]=4[CH3:33])=[C:23]([O:34][CH3:35])[CH:22]=3)=[O:20])[C:11]3[CH:18]=[CH:17][CH:16]=[CH:15][C:12]=3[CH2:13]2)=[CH:7][CH:6]=1)=[O:4].[C:38]1([CH3:47])[CH:43]=[CH:42][C:41]([CH2:44][CH2:45][NH2:46])=[CH:40][CH:39]=1>>[CH3:35][O:34][C:23]1[CH:22]=[C:21]([C:19]([N:10]2[C:11]3[CH:18]=[CH:17][CH:16]=[CH:15][C:12]=3[CH2:13][N:14]3[C:5]([C:3]([NH:46][CH2:45][CH2:44][C:41]4[CH:42]=[CH:43][C:38]([CH3:47])=[CH:39][CH:40]=4)=[O:4])=[CH:6][CH:7]=[C:8]3[CH2:9]2)=[O:20])[CH:26]=[CH:25][C:24]=1[C:27]1[CH:32]=[CH:31][CH:30]=[CH:29][C:28]=1[CH3:33]. Procedure details: The title compound was prepared in the manner of Example 36 from 2,2,2-trichloro-1-{10-[(2-methoxy-2′-methyl-1,1′-biphenyl-4-yl)carbonyl]-10,11-dihydro-5H-pyrrolo[2,1-c][1,4]benzodiazepin-3-yl}ethanone of Example 35 and 2-(p-tolyl)-ethylamine. Purification was performed using HPLC with a normal phase column. Elution with a mixture of etoxynonafluorobutane and methanol gave the title compound, m.p. 190-192° C. MS [(+)ESI, m/z]: 570 [M+H]+ Starting materials: C(=O)C1=CC=C(C=C2C(NC(S2)=O)=O)C=C1 (5-(4-formylbenzylidene)-2,4-thiazolidinedione), [N+](=O)([O-])C1=CC(=C(C=C1)N)N (4-nitro-1,2-phenylenediamine). Product: O=C1SC(C(N1)=O)=CC1=CC=C(C=C1)C=1NC2=C(N1)C=CC(=C2)[N+](=O)[O-] (2-[4-[(2,4-Dioxothiazolidin-5-ylidene)methyl]phenyl]-5-nitrobenzimidazole). RXN SMILES: [CH:1]([C:3]1[CH:16]=[CH:15][C:6]([CH:7]=[C:8]2[S:12][C:11](=[O:13])[NH:10][C:9]2=[O:14])=[CH:5][CH:4]=1)=O.[N+:17]([C:20]1[CH:25]=[CH:24][C:23]([NH2:26])=[C:22]([NH2:27])[CH:21]=1)([O-:19])=[O:18]>>[O:13]=[C:11]1[NH:10][C:9](=[O:14])[C:8](=[CH:7][C:6]2[CH:15]=[CH:16][C:3]([C:1]3[NH:27][C:22]4[CH:21]=[C:20]([N+:17]([O-:19])=[O:18])[CH:25]=[CH:24][C:23]=4[N:26]=3)=[CH:4][CH:5]=2)[S:12]1. Reported procedure: 2-[4-[(2,4-Dioxothiazolidin-5-ylidene)methyl]phenyl]-5-nitrobenzimidazole was prepared from 5-(4-formylbenzylidene)-2,4-thiazolidinedione and 4-nitro-1,2-phenylenediamine by following General Procedure 2. The reactants are BrC1=NC(=CC=C1)C(C=1N=NN(C1)C)F (2-bromo-6-[fluoro(1-methyl-1H-1,2,3-triazol-4-yl)methyl]pyridine), NC=1SC(=CC1C(=O)N)C1=C(C=C(C=C1)C(C)(C)O)F (2-amino-5-[2-fluoro-4-(1-hydroxy-1-methylethyl)phenyl]thiophene-3-carboxamide). Yields the product FC1=C(C=CC(=C1)C(C)(C)O)C1=CC(=C(S1)NC1=NC(=CC=C1)C(C=1N=NN(C1)C)F)C(=O)N (5-[2-Fluoro-4-(1-hydroxy-1-methylethyl)phenyl]-2-({6-[fluoro(1-methyl-1H-1,2,3-triazol-4-yl)methyl]pyridin-2-yl}amino)thiophene-3-carboxamide). RXN SMILES: Br[C:2]1[CH:7]=[CH:6][CH:5]=[C:4]([CH:8]([F:15])[C:9]2[N:10]=[N:11][N:12]([CH3:14])[CH:13]=2)[N:3]=1.[NH2:16][C:17]1[S:18][C:19]([C:25]2[CH:30]=[CH:29][C:28]([C:31]([OH:34])([CH3:33])[CH3:32])=[CH:27][C:26]=2[F:35])=[CH:20][C:21]=1[C:22]([NH2:24])=[O:23]>>[F:35][C:26]1[CH:27]=[C:28]([C:31]([OH:34])([CH3:32])[CH3:33])[CH:29]=[CH:30][C:25]=1[C:19]1[S:18][C:17]([NH:16][C:2]2[CH:7]=[CH:6][CH:5]=[C:4]([CH:8]([F:15])[C:9]3[N:10]=[N:11][N:12]([CH3:14])[CH:13]=3)[N:3]=2)=[C:21]([C:22]([NH2:24])=[O:23])[CH:20]=1. Reported procedure: The title compound was synthesized from 2-bromo-6-[fluoro(1-methyl-1H-1,2,3-triazol-4-yl)methyl]pyridine (111 mg, 0.41 mmol) and 2-amino-5-[2-fluoro-4-(1-hydroxy-1-methylethyl)phenyl]thiophene-3-carboxamide (120 mg, 0.41 mmol) according to the general procedure in Example 1. The reactants are N1(CCCC1)CC1=CC(NC(N1)=O)=O (6-(1-pyrrolidinylmethyl)uracil), BrBr (bromine). The solvent is C(C)(=O)O (acetic acid). Run at time 20 hour. The product is BrC=1C(NC(NC1CN1CCCC1)=O)=O (5-bromo-6-(1-pyrrolidinylmethyl)uracil). The yield is 39.9%. Reaction SMILES: [N:1]1([CH2:6][C:7]2[NH:12][C:11](=[O:13])[NH:10][C:9](=[O:14])[CH:8]=2)[CH2:5][CH2:4][CH2:3][CH2:2]1.[Br:15]Br>C(O)(=O)C>[Br:15][C:8]1[C:9](=[O:14])[NH:10][C:11](=[O:13])[NH:12][C:7]=1[CH2:6][N:1]1[CH2:2][CH2:3][CH2:4][CH2:5]1. Procedure details: To a solution of 1.0 g of the 6-(1-pyrrolidinylmethyl)uracil, which had been obtained in Referential Example 7, in acetic acid (10 ml), 1.0 g of bromine was added dropwise, followed by stirring at room temperature for 20 hours. A crystallized matter was collected by filtration and then washed with methanol, whereby 560 mg of the title compound were obtained (yield: 40%). The melting point and NMR spectrum of the thus-obtained compound were in full conformity with those of Compound 2 synthesized ...